From a dataset of the Open Reaction Database (ORD), a public repository of structured organic reaction records. describe an organic reaction: reactants, conditions, products, and yield Reactants: Cl[Si](OCC)(OCC)OCC (ClSi(OEt)3), C(F)(F)=C(F)[Li] (CF2═CF—Li). Run in CCOCC (Et2O), CCOCC (Et2O). Reaction conditions: time 8 hour. Product: FC(=C(F)F)[Si](OCC)(OCC)OCC (trifluorovinyltriethoxysilane). RXN SMILES: Cl[Si:2]([O:9][CH2:10][CH3:11])([O:6][CH2:7][CH3:8])[O:3][CH2:4][CH3:5].[C:12](=[C:15]([Li])[F:16])([F:14])[F:13]>CCOCC>[F:16][C:15]([Si:2]([O:9][CH2:10][CH3:11])([O:6][CH2:7][CH3:8])[O:3][CH2:4][CH3:5])=[C:12]([F:14])[F:13]. Procedure details: 30.80 g (0.155 mol) ClSi(OEt)3 in Et2O is slowly added to solution of CF2═CF—Li (0.155 mol 13.633 g, prepared in situ) in Et2O at −78° C. Reaction mixture is stirred overnight while it will slowly warm to room temperature. LiCl is removed by filtration and the product, trifluorovinyltriethoxysilane, is isolated by distillation. The reactants are C(C)OC(C)=O.BrC=1C=C(C=C(C1)OCC1CCCCC1)SC1=CC(=C(OCC(=O)O)C=C1)C ([4-(3-Bromo-5-cyclohexylmethoxy-phenylsulfanyl)-2-methyl-phenoxy]-acetic acid ethyl acetate), C(#C)C1=CC=C(C=C1)S(=O)(=O)C (1-Ethynyl-4-methanesulfonyl-benzene), O (Water), ClCCl (dichloromethane). The reagents and catalysts are C1=CC=C(C=C1)P(C2=CC=CC=C2)C3=CC=CC=C3.C1=CC=C(C=C1)P(C2=CC=CC=C2)C3=CC=CC=C3.Cl[Pd]Cl (bis(triphenylphosphine)palladium (II) chloride), [Cu](I)I (copper iodide). Run in C(C)N(CC)CC (triethylamine), CN(C)C=O (DMF). Product: C(C)OC(COC1=C(C=C(C=C1)SC1=CC(=CC(=C1)C#CC1=CC=C(C=C1)S(=O)(=O)C)OCC1CCCCC1)C)=O ({4-[3-Cyclohexylmethoxy-5-(4-methanesulfonyl-phenylethynyl)-phenylsulfanyl]-2-methyl-phenoxy}-acetic Acid Ethyl Ester). As a reaction SMILES: [CH2:1]([O:3][C:4](=[O:6])[CH3:5])[CH3:2].Br[C:8]1[CH:9]=[C:10]([S:22][C:23]2[CH:33]=[CH:32][C:26]([O:27]CC(O)=O)=[C:25]([CH3:34])[CH:24]=2)[CH:11]=[C:12]([O:14][CH2:15][CH:16]2[CH2:21][CH2:20][CH2:19][CH2:18][CH2:17]2)[CH:13]=1.[C:35]([C:37]1[CH:42]=[CH:41][C:40]([S:43]([CH3:46])(=[O:45])=[O:44])=[CH:39][CH:38]=1)#[CH:36].O.ClCCl>C(N(CC)CC)C.CN(C=O)C.C1C=CC(P(C2C=CC=CC=2)C2C=CC=CC=2)=CC=1.C1C=CC(P(C2C=CC=CC=2)C2C=CC=CC=2)=CC=1.Cl[Pd]Cl.[Cu](I)I>[CH2:1]([O:3][C:4](=[O:6])[CH2:5][O:27][C:26]1[CH:32]=[CH:33][C:23]([S:22][C:10]2[CH:9]=[C:8]([C:36]#[C:35][C:37]3[CH:38]=[CH:39][C:40]([S:43]([CH3:46])(=[O:45])=[O:44])=[CH:41][CH:42]=3)[CH:13]=[C:12]([O:14][CH2:15][CH:16]3[CH2:21][CH2:20][CH2:19][CH2:18][CH2:17]3)[CH:11]=2)=[CH:24][C:25]=1[CH3:34])[CH3:2] |f:0.1,7.8.9|. Procedure: [4-(3-Bromo-5-cyclohexylmethoxy-phenylsulfanyl)-2-methyl-phenoxy]-acetic acid ethyl acetate (0.1 g; 0.203 mmol), 1-Ethynyl-4-methanesulfonyl-benzene (0.109 g; 0.61 mmol), bis(triphenylphosphine)palladium (II) chloride (11.4 mg; 0.016 mmol) and copper iodide (2.3 mg; 0.06 mmol) were dissolved in a mixture of triethylamine (2 mL) and DMF (2 mL) under an atmosphere of nitrogen. The reaction mixture was reacted in a microwave oven at 120° C. for 1 h. Water and dichloromethane was added to the reacti... The product is CC=CC(O)(CC(=O)OCC)c1ccccc1. RXN SMILES: [CH2:19]1[O:20][CH2:21][CH2:22][CH2:23]1.[CH3:13][CH2:14][O:15][C:16]([CH3:17])=[O:18].[CH:1](=[CH:2][CH3:3])[C:4](=[O:5])[c:6]1[cH:7][cH:8][cH:9][cH:10][cH:11]1.[ClH:12]>>[CH:1](=[CH:2][CH3:3])[C:4]([OH:5])([c:6]1[cH:7][cH:8][cH:9][cH:10][cH:11]1)[CH2:17][C:16]([O:15][CH2:14][CH3:13])=[O:18]. The reactants are C1CCOC1, CCOC(C)=O, CC=CC(=O)c1ccccc1, Cl. Starting materials: C1(CC1)C1=C(C=O)C(=CC=C1)C (2-cyclopropyl-6-methyl-benzaldehyde), C(Br)(Br)(Br)Br (carbon tetrabromide), C1(=CC=CC=C1)P(C1=CC=CC=C1)C1=CC=CC=C1 (triphenylphosphine). Yields the product C1(CC1)C1=C(C(=CC=C1)C)C=C(Br)Br (1-Cyclopropyl-2-(2,2-dibromo-vinyl)-3-methyl-benzene). RXN SMILES: [CH:1]1([C:4]2[CH:11]=[CH:10][CH:9]=[C:8]([CH3:12])[C:5]=2[CH:6]=O)[CH2:3][CH2:2]1.[C:13](Br)(Br)([Br:15])[Br:14].C1(P(C2C=CC=CC=2)C2C=CC=CC=2)C=CC=CC=1>>[CH:1]1([C:4]2[CH:11]=[CH:10][CH:9]=[C:8]([CH3:12])[C:5]=2[CH:6]=[C:13]([Br:15])[Br:14])[CH2:3][CH2:2]1. Procedure: 1-Cyclopropyl-2-(2,2-dibromo-vinyl)-3-methyl-benzene was prepared from 2-cyclopropyl-6-methyl-benzaldehyde, carbon tetrabromide and triphenylphosphine in analogy to Example 1d): colourless oil; 1H-NMR (CDCl3): 0.69 (2H, m, CH2), 0.94 (2H, m, CH2), 1.87 (1H, m, CH), 2.26 (3H, s, CH3), 6.77 (1H, d, ArH), 7.03 (1H, d, ArH), 7.17 (1H, t, ArH), 7.52 (1H, s, CH═CBr2). Starting materials: C(C1=CC=CC=C1)(=O)NCC1(NCC(C(C1O)O)O)CO (2-benzoylaminomethyl-2-hydroxymethyl-3,4,5-trihydroxypiperidine), C1CO1 (ethylene oxide). Reagents/catalysts: C(C)(=O)O (acetic acid). The solvent is O (water). Reaction conditions: time 24 hour. The product is OCCN1C(C(C(C(C1)O)O)O)(CO)CNC(C1=CC=CC=C1)=O (N-hydroxyethyl-2-benzoylaminomethyl-2-hydroxymethyl-3,4,5-trihydroxypiperidine). RXN SMILES: [C:1]([NH:9][CH2:10][C:11]1([CH2:20][OH:21])[CH:16]([OH:17])[CH:15]([OH:18])[CH:14]([OH:19])[CH2:13][NH:12]1)(=[O:8])[C:2]1[CH:7]=[CH:6][CH:5]=[CH:4][CH:3]=1.[CH2:22]1[O:24][CH2:23]1>O.C(O)(=O)C>[OH:24][CH2:23][CH2:22][N:12]1[CH2:13][CH:14]([OH:19])[CH:15]([OH:18])[CH:16]([OH:17])[C:11]1([CH2:10][NH:9][C:1](=[O:8])[C:2]1[CH:7]=[CH:6][CH:5]=[CH:4][CH:3]=1)[CH2:20][OH:21]. Procedure: 4.44 g of 2-benzoylaminomethyl-2-hydroxymethyl-3,4,5-trihydroxypiperidine (Preparation example 3) are dissolved in 65 ml of water and, after adding one drop of acetic acid, 6 ml of ethylene oxide are added at about 5° C. After stirring the mixture for 24 hours, the reaction has ended. The mixture is concentrated, the residue is dissolved in about 40 ml of methanol/water 2:1 and the solution is discharged onto a column 20 cm long and 3 cm wide which contains Amberlite® IR 120, H+ form. The column... Starting materials: C(C)OC(=O)C1(CC1)C1=CC=C(C=C1)C1=CC=C(C=C1)C1=C(C(=NO1)C)NC1=NC(=CC=C1)Br (1-{4′-[4-(6-bromo-pyridin-2-ylamino)-3-methyl-isoxazol-5-yl]-biphenyl-4-yl}-cyclopropanecarboxylic acid ethyl ester), ClC=1C=C(C=CC1)B(O)O (3-chlorophenylboronic acid). Product: C(C)OC(=O)C1(CC1)C1=CC=C(C=C1)C1=CC=C(C=C1)C1=C(C(=NO1)C)NC1=NC(=CC=C1)C1=CC(=CC=C1)Cl (1-(4′-{4-[6-(3-Chloro-phenyl)-pyridin-2-ylamino]-3-methyl-isoxazol-5-yl}-biphenyl-4-yl)-cyclopropanecarboxylic acid ethyl ester). RXN SMILES: [CH2:1]([O:3][C:4]([C:6]1([C:9]2[CH:14]=[CH:13][C:12]([C:15]3[CH:20]=[CH:19][C:18]([C:21]4[O:25][N:24]=[C:23]([CH3:26])[C:22]=4[NH:27][C:28]4[CH:33]=[CH:32][CH:31]=[C:30](Br)[N:29]=4)=[CH:17][CH:16]=3)=[CH:11][CH:10]=2)[CH2:8][CH2:7]1)=[O:5])[CH3:2].[Cl:35][C:36]1[CH:37]=[C:38](B(O)O)[CH:39]=[CH:40][CH:41]=1>>[CH2:1]([O:3][C:4]([C:6]1([C:9]2[CH:14]=[CH:13][C:12]([C:15]3[CH:20]=[CH:19][C:18]([C:21]4[O:25][N:24]=[C:23]([CH3:26])[C:22]=4[NH:27][C:28]4[CH:33]=[CH:32][CH:31]=[C:30]([C:40]5[CH:39]=[CH:38][CH:37]=[C:36]([Cl:35])[CH:41]=5)[N:29]=4)=[CH:17][CH:16]=3)=[CH:11][CH:10]=2)[CH2:8][CH2:7]1)=[O:5])[CH3:2]. Reported procedure: Prepared according to the procedure described in Example 42, Step 2, using 1-{4′-[4-(6-bromo-pyridin-2-ylamino)-3-methyl-isoxazol-5-yl]-biphenyl-4-yl}-cyclopropanecarboxylic acid ethyl ester and 3-chlorophenylboronic acid.